This data is from the Open Reaction Database (ORD), a public repository of structured organic reaction records. The task is: describe an organic reaction: reactants, conditions, products, and yield The reactants are ClCCl, Cc1nc(C(C)O)c2n1-c1ccc(Cl)cc1C(c1ccccc1Cl)=NC2. The product is CC(=O)c1nc(C)n2c1CN=C(c1ccccc1Cl)c1cc(Cl)ccc1-2. Reaction SMILES: [CH2:27]([Cl:28])[Cl:29].[Cl:1][c:2]1[cH:3][cH:4][c:5]2[c:6]([cH:26]1)[C:7]([c:19]1[c:20]([Cl:25])[cH:21][cH:22][cH:23][cH:24]1)=[N:8][CH2:9][c:10]1[n:11]-2[c:12]([CH3:18])[n:13][c:14]1[CH:15]([CH3:16])[OH:17]>>[Cl:1][c:2]1[cH:3][cH:4][c:5]2[c:6]([cH:26]1)[C:7]([c:19]1[c:20]([Cl:25])[cH:21][cH:22][cH:23][cH:24]1)=[N:8][CH2:9][c:10]1[n:11]-2[c:12]([CH3:18])[n:13][c:14]1[C:15]([CH3:16])=[O:17]. RXN SMILES: [B:19]([Br:20])([Br:21])[Br:22].[CH2:1]([CH3:2])[O:3][C:4]([CH2:5][n:6]1[c:7]([CH3:17])[cH:8][c:9]2[cH:10][c:11]([O:15][CH3:16])[cH:12][cH:13][c:14]12)=[O:18].[CH2:23]([Cl:24])[Cl:25]>>[CH2:1]([CH3:2])[O:3][C:4]([CH2:5][n:6]1[c:7]([CH3:17])[cH:8][c:9]2[cH:10][c:11]([OH:15])[cH:12][cH:13][c:14]12)=[O:18]. Reactants: BrB(Br)Br, CCOC(=O)Cn1c(C)cc2cc(OC)ccc21, ClCCl. The product is CCOC(=O)Cn1c(C)cc2cc(O)ccc21. Reactants: BrC1=C(N)C=CC=C1Br (2,3-dibromoaniline), C(C)(C)(C)C1=CC=C(C(=O)Cl)C=C1 (4-tert-butylbenzoyl chloride), C(C)(C)N(CC)C(C)C (diisopropylethylamine). Run in O1CCOCC1 (dioxane). The product is C(C)(C)(C)C1=CC=C(C(=O)NC2=C(C(=CC=C2)Br)Br)C=C1 (4-tert-butyl-N-(2,3-dibromophenyl)benzamide). As a reaction SMILES: [Br:1][C:2]1[C:8]([Br:9])=[CH:7][CH:6]=[CH:5][C:3]=1[NH2:4].[C:10]([C:14]1[CH:22]=[CH:21][C:17]([C:18](Cl)=[O:19])=[CH:16][CH:15]=1)([CH3:13])([CH3:12])[CH3:11].C(N(C(C)C)CC)(C)C>O1CCOCC1>[C:10]([C:14]1[CH:15]=[CH:16][C:17]([C:18]([NH:4][C:3]2[CH:5]=[CH:6][CH:7]=[C:8]([Br:9])[C:2]=2[Br:1])=[O:19])=[CH:21][CH:22]=1)([CH3:13])([CH3:11])[CH3:12]. Procedure: The amide was prepared according to Example 18 from 2,3-dibromoaniline, 4-tert-butylbenzoyl chloride and diisopropylethylamine in dioxane. MS (ESI) m/z 408; HPLC Method B, purity 80.6% at 210-370 nm, 11.4 min.; 74.9% at 240 nm, 11.4 min.; HRMS: calcd for C17H17Br2NO+H+, 409.97496; found (ESI, [M+H]+), 409.9775.